From a dataset of the Open Reaction Database (ORD), a public repository of structured organic reaction records. describe an organic reaction: reactants, conditions, products, and yield Starting materials: N#CC1CN1, C(=NC1CCCCC1)=NC1CCCCC1, C1CCOC1, Cc1ccc(C(=O)NCC(=O)O)cc1. The product is Cc1ccc(C(=O)NCC(=O)N2CC2C#N)cc1. RXN SMILES: [C:15](#[N:16])[CH:17]1[NH:18][CH2:19]1.[CH:20]1([N:21]=[C:22]=[N:23][CH:24]2[CH2:25][CH2:26][CH2:27][CH2:28][CH2:29]2)[CH2:30][CH2:31][CH2:32][CH2:33][CH2:34]1.[O:35]1[CH2:36][CH2:37][CH2:38][CH2:39]1.[c:1]1([CH3:14])[cH:2][cH:3][c:4]([C:7](=[O:8])[NH:9][CH2:10][C:11](=[O:12])[OH:13])[cH:5][cH:6]1>>[c:1]1([CH3:14])[cH:2][cH:3][c:4]([C:7](=[O:8])[NH:9][CH2:10][C:11](=[O:13])[N:18]2[CH:17]([C:15]#[N:16])[CH2:19]2)[cH:5][cH:6]1. Reactants: NC1=C2C(C(=CN(C2=C(C(=C1F)F)F)C1CC1)C(=O)O)=O (5-amino-1-cyclopropyl-6,7,8-trifluoro-1,4-dihydro-4-oxo-3-quinolinecarboxylic acid), N1CC(CC1)C=1C=NC=CC1 (3-(3-pyrrolidinyl)pyridine). Yields the product NC1=C2C(C(=CN(C2=C(C(=C1F)N1CC(CC1)C=1C=NC=CC1)F)C1CC1)C(=O)O)=O (5-Amino-1-cyclopropyl-6,8-difluoro-1,4-dihydro-4-oxo -7-[3-(3-pyridinyl)-1-pyrrolidinyl]-3-quinoline-carboxylic acid). The yield is 84.0%. RXN SMILES: [NH2:1][C:2]1[C:11]([F:12])=[C:10](F)[C:9]([F:14])=[C:8]2[C:3]=1[C:4](=[O:21])[C:5]([C:18]([OH:20])=[O:19])=[CH:6][N:7]2[CH:15]1[CH2:17][CH2:16]1.[NH:22]1[CH2:26][CH2:25][CH:24]([C:27]2[CH:28]=[N:29][CH:30]=[CH:31][CH:32]=2)[CH2:23]1>>[NH2:1][C:2]1[C:11]([F:12])=[C:10]([N:22]2[CH2:26][CH2:25][CH:24]([C:27]3[CH:28]=[N:29][CH:30]=[CH:31][CH:32]=3)[CH2:23]2)[C:9]([F:14])=[C:8]2[C:3]=1[C:4](=[O:21])[C:5]([C:18]([OH:20])=[O:19])=[CH:6][N:7]2[CH:15]1[CH2:17][CH2:16]1. Procedure details: Starting from 5-amino-1-cyclopropyl-6,7,8-trifluoro-1,4-dihydro-4-oxo-3-quinolinecarboxylic acid (1.04 g, 3.5 mmol) and 3-(3-pyrrolidinyl)pyridine, a procedure analogous to that given in Example 1 provided the title compound (1.26 g, 84%) as a yellow solid, mp 250°14 252° C. Yields the product CS(=O)(=O)C1=CC=C(C=C1)NC(=O)C1C(C2(C(N1)CC(C)(C)C)C(NC1=CC(=CC=C12)Cl)=O)C1=C(C(=CC=C1)Cl)F (rac-(2′S,3′R,4′S,5′R)-6-chloro-4′-(3-chloro-2-fluoro-phenyl)-2′-(2,2-dimethyl-propyl)-2-oxo-1,2-dihydro-spiro[indole-3,3′-pyrrolidine]-5′-carboxylic acid (4-methanesulfonyl-phenyl)-amide), foam. RXN SMILES: FC(F)(F)C(O)=O.[Cl:8][C:9]1[CH:14]=[C:13]2[NH:15][C:16](=[O:38])[C:17]3([CH:21]([C:22]4[CH:27]=[CH:26][CH:25]=[C:24]([Cl:28])[C:23]=4[F:29])[CH:20]([C:30]([OH:32])=O)[NH:19][CH:18]3[CH2:33][C:34]([CH3:37])([CH3:36])[CH3:35])[C:12]2=[CH:11][CH:10]=1.C(N(C(C)C)CC)(C)C.C1(P(Cl)(C2C=CC=CC=2)=O)C=CC=CC=1.[CH3:63][S:64]([C:67]1[CH:73]=[CH:72][C:70]([NH2:71])=[CH:69][CH:68]=1)(=[O:66])=[O:65]>>[CH3:63][S:64]([C:67]1[CH:73]=[CH:72][C:70]([NH:71][C:30]([CH:20]2[NH:19][CH:18]([CH2:33][C:34]([CH3:35])([CH3:36])[CH3:37])[C:17]3([C:12]4[C:13](=[CH:14][C:9]([Cl:8])=[CH:10][CH:11]=4)[NH:15][C:16]3=[O:38])[CH:21]2[C:22]2[CH:27]=[CH:26][CH:25]=[C:24]([Cl:28])[C:23]=2[F:29])=[O:32])=[CH:69][CH:68]=1)(=[O:65])=[O:66] |f:0.1|. Reported procedure: In a manner similar to the method described in Example 5, rac-(2′S,3′R,4′S,5′R)-6-chloro-4′-(3-chloro-2-fluoro-phenyl)-2′-(2,2-dimethyl-propyl)-2-oxo-1,2-dihydro-spiro[indole-3,3′-pyrrolidine]-5′-carboxylic acid trifluoroacetic acid prepared in Example 4 (0.33 g, 0.57 mmol), was reacted with diisopropylethylamine (0.59 g, 4.6 mmol), diphenylphosphinic chloride (0.54 g, 2.3 mmol), then reacted with 4-(methylsulfonyl)aniline (Oakwood) (0.098 g, 0.57 mmol) to give rac-(2′S,3′R,4′S,5′R)-6-chloro-4′-... Yield: 31.0%. Reactants: CS(=O)(=O)C1=CC=C(N)C=C1 (4-(methylsulfonyl)aniline), FC(C(=O)O)(F)F.ClC1=CC=C2C(=C1)NC(C21C(NC(C1C1=C(C(=CC=C1)Cl)F)C(=O)O)CC(C)(C)C)=O (rac-(2′S,3′R,4′S,5′R)-6-chloro-4′-(3-chloro-2-fluoro-phenyl)-2′-(2,2-dimethyl-propyl)-2-oxo-1,2-dihydro-spiro[indole-3,3′-pyrrolidine]-5′-carboxylic acid trifluoroacetic acid), C(C)(C)N(CC)C(C)C (diisopropylethylamine), C1(=CC=CC=C1)P(=O)(C1=CC=CC=C1)Cl (diphenylphosphinic chloride). Reactants: [Br-], CC(C)N1CCC(C(=O)Nc2ccc(I)cc2C(=O)Nc2ccc(Cl)cn2)CC1, [Zn+]c1ccccn1. The product is CC(C)N1CCC(C(=O)Nc2ccc(-c3ccccn3)cc2C(=O)Nc2ccc(Cl)cn2)CC1. RXN SMILES: [Br-:30].[Cl:1][c:2]1[cH:3][cH:4][c:5]([NH:8][C:9]([c:10]2[c:11]([NH:17][C:18](=[O:19])[CH:20]3[CH2:21][CH2:22][N:23]([CH:26]([CH3:27])[CH3:28])[CH2:24][CH2:25]3)[cH:12][cH:13][c:14]([I:16])[cH:15]2)=[O:29])[n:6][cH:7]1.[n:31]1[c:32]([Zn+:37])[cH:33][cH:34][cH:35][cH:36]1>>[Cl:1][c:2]1[cH:3][cH:4][c:5]([NH:8][C:9]([c:10]2[c:11]([NH:17][C:18](=[O:19])[CH:20]3[CH2:21][CH2:22][N:23]([CH:26]([CH3:27])[CH3:28])[CH2:24][CH2:25]3)[cH:12][cH:13][c:14](-[c:32]3[n:31][cH:36][cH:35][cH:34][cH:33]3)[cH:15]2)=[O:29])[n:6][cH:7]1.